This data is from the Open Reaction Database (ORD), a public repository of structured organic reaction records. The task is: describe an organic reaction: reactants, conditions, products, and yield Starting materials: COC=1C=C(C=CC1OC)C1(CNCC1)CCO (3-(3,4-dimethoxyphenyl)--3-(2-hydroxyethyl)pyrrolidine), COC1=C(C(=O)Cl)C=C(C=C1)N1N=NN=C1 (2-methoxy-5-(1H-tetrazol-1-yl)benzoyl chloride), C([O-])(O)=O.[Na+] (sodium bicarbonate), C([O-])([O-])=O.[Na+].[Na+] (sodium carbonate). Solvent: C(C)(=O)OCC (ethyl acetate), C(C)(=O)OCC.O (ethyl acetate water). Reaction conditions: temperature -5 celsius, time 18 hour. Yields the product COC1=C(C(=O)N2CC(CC2)(CCO)C2=CC(=C(C=C2)OC)OC)C=C(C=C1)N1N=NN=C1 (1-(2-methoxy-5-(1H-tetrazol-1-yl)benzoyl)-3-(3,4-dimethoxyphenyl)-3 -(2-hydroxyethyl)pyrrolidine). RXN SMILES: [CH3:1][O:2][C:3]1[CH:4]=[C:5]([C:11]2([CH2:16][CH2:17][OH:18])[CH2:15][CH2:14][NH:13][CH2:12]2)[CH:6]=[CH:7][C:8]=1[O:9][CH3:10].C(=O)([O-])[O-].[Na+].[Na+].[CH3:25][O:26][C:27]1[CH:35]=[CH:34][C:33]([N:36]2[CH:40]=[N:39][N:38]=[N:37]2)=[CH:32][C:28]=1[C:29](Cl)=[O:30].C(=O)(O)[O-].[Na+]>C(OCC)(=O)C.O.C(OCC)(=O)C>[CH3:25][O:26][C:27]1[CH:35]=[CH:34][C:33]([N:36]2[CH:40]=[N:39][N:38]=[N:37]2)=[CH:32][C:28]=1[C:29]([N:13]1[CH2:14][CH2:15][C:11]([C:5]2[CH:6]=[CH:7][C:8]([O:9][CH3:10])=[C:3]([O:2][CH3:1])[CH:4]=2)([CH2:16][CH2:17][OH:18])[CH2:12]1)=[O:30] |f:1.2.3,5.6,7.8|. Reported procedure: Combine 3-(3,4-dimethoxyphenyl)--3-(2-hydroxyethyl)pyrrolidine (5.34 g, 21.2 mmol) and sodium carbonate (1.24 g, 11.7 mmol) in ethyl acetate/water (4/1) (120 mL). Cool the reaction mixture to -5° C. with an salt-ice bath. Slowly, add 2-methoxy-5-(1H-tetrazol-1-yl)benzoyl chloride (22.3 mmol) as a solution in ethyl acetate (60 mL) at a rate such that the temperature of the reaction mixture does not rise above 0° C. Maintain the reaction temperature at about 0° C. After 18 hours, separate the orga... Starting materials: O=C1N(C(C2=CC=CC=C12)=O)CCCN1C(C(=CC(=C1)F)[C@@H]1N(CCC1)C1=NC=2N(C=C1)N=CC2C(=O)OCC)=O ((R)-ethyl 5-(2-(1-(3-(1,3-dioxoisoindolin-2-yl)propyl)-5-fluoro-2-oxo-1,2-dihydropyridin-3-yl)pyrrolidin-1-yl)pyrazolo[1,5-a]pyrimidine-3-carboxylate), CO.C1CCOC1 (MeOH THF), NN.O (hydrazine H2O). Run in O (water). Run at temperature 50 celsius. Yields the product NCCCN1C(C(=CC(=C1)F)[C@@H]1N(CCC1)C1=NC=2N(C=C1)N=CC2C(=O)OCC)=O ((R)-ethyl 5-(2-(1-(3-aminopropyl)-5-fluoro-2-oxo-1,2-dihydropyridin-3-yl)pyrrolidin-1-yl)pyrazolo[1,5-a]pyrimidine-3-carboxylate). The yield is 71.3%. As a reaction SMILES: O=C1C2C(=CC=CC=2)C(=O)[N:3]1[CH2:12][CH2:13][CH2:14][N:15]1[CH:20]=[C:19]([F:21])[CH:18]=[C:17]([C@H:22]2[CH2:26][CH2:25][CH2:24][N:23]2[C:27]2[CH:32]=[CH:31][N:30]3[N:33]=[CH:34][C:35]([C:36]([O:38][CH2:39][CH3:40])=[O:37])=[C:29]3[N:28]=2)[C:16]1=[O:41].CO.C1COCC1.NN.O>O>[NH2:3][CH2:12][CH2:13][CH2:14][N:15]1[CH:20]=[C:19]([F:21])[CH:18]=[C:17]([C@H:22]2[CH2:26][CH2:25][CH2:24][N:23]2[C:27]2[CH:32]=[CH:31][N:30]3[N:33]=[CH:34][C:35]([C:36]([O:38][CH2:39][CH3:40])=[O:37])=[C:29]3[N:28]=2)[C:16]1=[O:41] |f:1.2,3.4|. Reported procedure: To a solution of (R)-ethyl 5-(2-(1-(3-(1,3-dioxoisoindolin-2-yl)propyl)-5-fluoro-2-oxo-1,2-dihydropyridin-3-yl)pyrrolidin-1-yl)pyrazolo[1,5-a]pyrimidine-3-carboxylate (0.20 g, 0.36 mmol) in 1:1 MeOH/THF (12 mL) was added hydrazine-H2O (0.18 g, 3.6 mmol). The reaction mixture was heated at 50° C. for 24 hours. After cooling, the reaction mixture was poured into water and extracted with DCM (3×20 mL). The combined organics were dried (MgSO4), filtered, and concentrated to afford the desired produc... Reactants: COc1cc(C(=O)Nc2nc3c(OC)ccc(C4CCN(C(=O)OC(C)(C)C)CC4)c3s2)ccn1, CO, Cl. Yields the product COc1cc(C(=O)Nc2nc3c(OC)ccc(C4CCNCC4)c3s2)ccn1. Reaction SMILES: [C:1]([O:2][C:3](=[O:4])[N:8]1[CH2:9][CH2:10][CH:11]([c:14]2[cH:15][cH:16][c:17]([O:34][CH3:35])[c:18]3[n:19][c:20]([NH:23][C:24](=[O:25])[c:26]4[cH:27][c:28]([O:32][CH3:33])[n:29][cH:30][cH:31]4)[s:21][c:22]23)[CH2:12][CH2:13]1)([CH3:5])([CH3:6])[CH3:7].[CH3:37][OH:38].[ClH:36]>>[NH:8]1[CH2:9][CH2:10][CH:11]([c:14]2[cH:15][cH:16][c:17]([O:34][CH3:35])[c:18]3[n:19][c:20]([NH:23][C:24](=[O:25])[c:26]4[cH:27][c:28]([O:32][CH3:33])[n:29][cH:30][cH:31]4)[s:21][c:22]23)[CH2:12][CH2:13]1.